From a dataset of the Open Reaction Database (ORD), a public repository of structured organic reaction records. describe an organic reaction: reactants, conditions, products, and yield Reactants: O=C([O-])O, ClC(Cl)(Cl)Cl, Cc1cc(-c2cc(OC(F)F)n(C)n2)c(F)cc1Cl, [Na+], O=S(=O)(Cl)Cl. Yields the product Cc1cc(-c2nn(C)c(OC(F)F)c2Cl)c(F)cc1Cl. Reaction SMILES: [C:25](=[O:26])([O-:27])[OH:28].[Cl:30][C:31]([Cl:32])([Cl:33])[Cl:34].[Cl:6][c:7]1[cH:8][c:9]([F:24])[c:10](-[c:14]2[n:15][n:16]([CH3:23])[c:17]([O:19][CH:20]([F:21])[F:22])[cH:18]2)[cH:11][c:12]1[CH3:13].[Na+:29].[S:1]([Cl:2])(=[O:3])([Cl:4])=[O:5]>>[Cl:4][c:18]1[c:14](-[c:10]2[c:9]([F:24])[cH:8][c:7]([Cl:6])[c:12]([CH3:13])[cH:11]2)[n:15][n:16]([CH3:23])[c:17]1[O:19][CH:20]([F:21])[F:22]. The reactants are CC1(C(NC(CC1)=O)=O)N1C(C2=CC=CC=C2C1=O)=O (2-(3-methyl-2,6-dioxo-piperidin-3-yl)-isoindole-1,3-dione), five. Reagents/catalysts: [Zn] (zinc). The solvent is C(C)(=O)O (acetic acid). Yields the product CC1(C(NC(CC1)=O)=O)N1C(C2=CC=CC=C2C1)=O (3-methyl-3-(1-oxo-1,3-dihydro-isoindol-2-yl)-piperidine-2,6-dione). Yield: 34.7%. As a reaction SMILES: [CH3:1][C:2]1([N:10]2[C:18](=O)[C:17]3[C:12](=[CH:13][CH:14]=[CH:15][CH:16]=3)[C:11]2=[O:20])[CH2:7][CH2:6][C:5](=[O:8])[NH:4][C:3]1=[O:9]>C(O)(=O)C.[Zn]>[CH3:1][C:2]1([N:10]2[CH2:18][C:17]3[C:12](=[CH:13][CH:14]=[CH:15][CH:16]=3)[C:11]2=[O:20])[CH2:7][CH2:6][C:5](=[O:8])[NH:4][C:3]1=[O:9]. Reported procedure: 8.2 g of 2-(3-methyl-2,6-dioxo-piperidin-3-yl)-isoindole-1,3-dione were dissolved in 470 ml of glacial acetic acid. When the solution was boiling under reflux, five 3.9 g portions of zinc dust were added at intervals of one hour. Then zinc was removed by filtration and washed with 1,4-dioxane. The filtrate was evaporated under vacuo yielding a crude product which was crystallized from ethyl alcohol. The residue obtained by evaporation of the mother liquor was purified by column chromatography (s... Procedure details: Bis(trimethylsilyl)methyllithium was prepared according to a procedure of Grobel and Seebach (B.Th. Grobel and D. Seebach, Chem. Ber., 110, 852 (1977)); to a solution of bis(trimethylsilyl)methane (2.85 ml, 13.3 mmol) in THF (20 ml) and HMPT (5 ml) at -78° C. was added dropwise via syringe a solution of s-BuLi (7.66 ml of 1.74 M in pentane). The resultant pale green solution was allowed to warm to -40° C. After 8 h at -40° C., the resultant red solution was cooled to -78 ° C. and a solution of b... Solvent: C1CCOC1 (THF), C1CCOC1 (THF), CN(C)P(=O)(N(C)C)N(C)C (HMPT). The yield is 56.0%. The reactants are bicyclo[4.3.1]dec-2-ene-10-one2, C[Si](C)(C)C[Si](C)(C)C (bis(trimethylsilyl)methane), [Li]C(C)CC (s-BuLi), O (H2O). As a reaction SMILES: [CH3:1][Si:2]([CH2:5][Si:6]([CH3:9])([CH3:8])[CH3:7])([CH3:4])[CH3:3].[Li:10]C(CC)C.O>C1COCC1.CN(P(N(C)C)(N(C)C)=O)C>[CH3:1][Si:2]([CH:5]([Li:10])[Si:6]([CH3:9])([CH3:8])[CH3:7])([CH3:4])[CH3:3]. Product: C[Si](C)(C)C([Si](C)(C)C)[Li] (Bis(trimethylsilyl)methyllithium), yellow oil. Run at temperature -40 celsius, time 8 hour. Reactants: COC1=C(OC(C(=O)OCC)C(=O)OCC)C=CC=C1 (Diethyl (2-methoxyphenoxy)malonate), NC(=O)N (urea), [Na] (Sodium). The solvent is C(C)O (ethanol). Run at time 4 hour. The product is COC1=C(OC2C(NC(NC2=O)=O)=O)C=CC=C1 (5-(2-methoxyphenoxy)-pyrimidine-2,4,6-trione). Isolated yield 64.5%. Reaction SMILES: [Na].[CH3:2][O:3][C:4]1[CH:21]=[CH:20][CH:19]=[CH:18][C:5]=1[O:6][CH:7]([C:13]([O:15]CC)=O)[C:8]([O:10]CC)=O.[NH2:22][C:23]([NH2:25])=[O:24]>C(O)C>[CH3:2][O:3][C:4]1[CH:21]=[CH:20][CH:19]=[CH:18][C:5]=1[O:6][CH:7]1[C:8](=[O:10])[NH:25][C:23](=[O:24])[NH:22][C:13]1=[O:15] |^1:0|. Procedure: Sodium (3.2 g; 160 mmol) was dissolved in ethanol (200 ml). Diethyl (2-methoxyphenoxy)malonate (2) (11.2 g; 160 mmol) and urea (2.6 g; 44 mmol) were added to the mixture while being cooled on ice. The mixture was stirred for 4 hours under reflux. After being cooled, ethanol was evaporated, and the residue was dissolved in a small amount of water and made acidic with hydrochloric acid. The mixture was allowed to stand overnight at room temperature. The crystals that precipitated were collected by... The reactants are C(C)(C)(C)OC(=O)N1C=C(C2=CC=CC=C12)\C=C\1/CN(CCC1O)C(C(=O)C1CC1)C1=C(C=CC=C1)F ((E)-3-{[1-(t-butoxycarbonyl)indol-3-yl]methylidene}-1-[2-cyclopropyl-1-(2-fluorophenyl)-2-oxoethyl]piperidin-4-ol), C(C)(=S)O (thioacetic acid), C(C(C)(C)C)OC(N(C)C)OCC(C)(C)C (N,N-dimethylformamide dineopentyl acetal), C(O)([O-])=O.[Na+] (sodium hydrogencarbonate). Solvent: C1(=CC=CC=C1)C (toluene). Conditions: time 1 hour. Product: C(C)(=O)SC1/C(/CN(CC1)C(C(=O)C1CC1)C1=C(C=CC=C1)F)=C/C1=CN(C2=CC=CC=C12)C(=O)OC(C)(C)C ((E)-4-(acetylsulfanyl)-3-{[1-(t-butoxycarbonyl)indol-3-yl]methylidene}-1-[2-cyclopropyl-1-(2-fluorophenyl)-2-oxoethyl]piperidine). Yield: 38.0%. As a reaction SMILES: [C:1]([O:5][C:6]([N:8]1[C:16]2[C:11](=[CH:12][CH:13]=[CH:14][CH:15]=2)[C:10](/[CH:17]=[C:18]2\[CH2:19][N:20]([CH:25]([C:31]3[CH:36]=[CH:35][CH:34]=[CH:33][C:32]=3[F:37])[C:26]([CH:28]3[CH2:30][CH2:29]3)=[O:27])[CH2:21][CH2:22][CH:23]\2O)=[CH:9]1)=[O:7])([CH3:4])([CH3:3])[CH3:2].[C:38]([OH:41])(=[S:40])[CH3:39].C(OC(OCC(C)(C)C)N(C)C)C(C)(C)C.C(=O)([O-])O.[Na+]>C1(C)C=CC=CC=1>[C:38]([S:40][CH:23]1[CH2:22][CH2:21][N:20]([CH:25]([C:31]2[CH:36]=[CH:35][CH:34]=[CH:33][C:32]=2[F:37])[C:26]([CH:28]2[CH2:30][CH2:29]2)=[O:27])[CH2:19]/[C:18]/1=[CH:17]\[C:10]1[C:11]2[C:16](=[CH:15][CH:14]=[CH:13][CH:12]=2)[N:8]([C:6]([O:5][C:1]([CH3:4])([CH3:3])[CH3:2])=[O:7])[CH:9]=1)(=[O:41])[CH3:39] |f:3.4|. Reported procedure: To a solution of (E)-3-{[1-(t-butoxycarbonyl)indol-3-yl]methylidene}-1-[2-cyclopropyl-1-(2-fluorophenyl)-2-oxoethyl]piperidin-4-ol (1.58 g) in toluene (32 ml) were added thioacetic acid (0.45 ml) and N,N-dimethylformamide dineopentyl acetal (1.75 ml) under ice-cooling, and the resulting mixture was stirred at room temperature for 1 hour. After stirring, to the reaction mixture was added saturated aqueous sodium hydrogencarbonate solution, and the resulting mixture was extracted with ethyl acetat... Starting materials: C(C1=CC=CC=C1)OC1=C(C(=O)O)C(=CC(=C1)OCC1=CC=CC=C1)Cl (2,4-bisbenzyloxy-6-chlorobenzoic acid), ClC=1C(=C(C=O)C=CC1O)CC (3-chloro-2-ethyl-4-hydroxybenzaldehyde), 135-1360, ClC=1C(=C(C(=O)O)C=CC1O)CC (3-chloro-2-ethyl-4-hydroxybenzoic acid). Product: C(C1=CC=CC=C1)OC1=C(C(=O)O)C(=CC(=C1)OCC1=CC=CC=C1)CC (2,4-Bisbenzyloxy-6-ethylbenzoic acid). Reaction SMILES: [CH2:1]([O:8][C:9]1[CH:17]=[C:16]([O:18][CH2:19][C:20]2[CH:25]=[CH:24][CH:23]=[CH:22][CH:21]=2)[CH:15]=[C:14](Cl)[C:10]=1[C:11]([OH:13])=[O:12])[C:2]1[CH:7]=[CH:6][CH:5]=[CH:4][CH:3]=1.Cl[C:28]1C(CC)=C(C=C[C:36]=1O)C(O)=O.ClC1C(CC)=C(C=CC=1O)C=O>>[CH2:1]([O:8][C:9]1[CH:17]=[C:16]([O:18][CH2:19][C:20]2[CH:25]=[CH:24][CH:23]=[CH:22][CH:21]=2)[CH:15]=[C:14]([CH2:28][CH3:36])[C:10]=1[C:11]([OH:13])=[O:12])[C:2]1[CH:7]=[CH:6][CH:5]=[CH:4][CH:3]=1. Procedure: 2,4-bisbenzyloxy-6-chlorobenzoic acid, m.p. 135-1360 (35%) and 3-chloro-2-ethyl-4-hydroxybenzoic acid from 3-chloro-2-ethyl-4-hydroxybenzaldehyde: yield 51%, m.p. 138-1390.